Task: describe an organic reaction: reactants, conditions, products, and yield. Dataset: the Open Reaction Database (ORD), a public repository of structured organic reaction records Reactants: [Li]CCCC (nBuLi), BrC=1C(=NN(C1)C(C1=CC=CC=C1)(C1=CC=CC=C1)C1=CC=CC=C1)C1=CC=CC=C1 (4-bromo-3-phenyl-1-trityl-1H-pyrazole), B(OC(C)C)(OC(C)C)OC(C)C (B(OiPr)3), C1CCOC1 (THF). Reported procedure: nBuLi (1.6 M solution in hexane, 25 mL, 40 mmol) was added dropwise at −78° C. to a solution of 4-bromo-3-phenyl-1-trityl-1H-pyrazole (7.96 g, 20.6 mmol) and B(OiPr)3 (6.92 mL, 30 mmol) in THF (75 mL). After stirring for 1 h, the reaction mixture was allowed to warm to 0° C., quenched with saturated NH4Cl aqueous solution, and extracted with AcOEt. The extract was washed with brine, dried over MgSO4, and concentrated under reduced pressure. The residue was purified by silica gel column chromatog... Reaction conditions: temperature 0 celsius, time 1 hour. RXN SMILES: [Li][CH2:2][CH2:3][CH2:4][CH3:5].Br[C:7]1[C:8](C2C=CC=CC=2)=[N:9][N:10]([C:12]([C:25]2[CH:30]=[CH:29][CH:28]=[CH:27][CH:26]=2)([C:19]2[CH:24]=[CH:23][CH:22]=[CH:21][CH:20]=2)[C:13]2[CH:18]=[CH:17][CH:16]=[CH:15][CH:14]=2)[CH:11]=1.[B:37](OC(C)C)([O:42]C(C)C)[O:38]C(C)C.[CH2:50]1COC[CH2:51]1>>[C:5]1([C:8]2[C:7]([B:37]([OH:42])[OH:38])=[CH:11][N:10]([C:12]([C:25]3[CH:26]=[CH:27][CH:28]=[CH:29][CH:30]=3)([C:19]3[CH:24]=[CH:23][CH:22]=[CH:21][CH:20]=3)[C:13]3[CH:18]=[CH:17][CH:16]=[CH:15][CH:14]=3)[N:9]=2)[CH:51]=[CH:50][CH:2]=[CH:3][CH:4]=1. Yields the product C1(=CC=CC=C1)C1=NN(C=C1B(O)O)C(C1=CC=CC=C1)(C1=CC=CC=C1)C1=CC=CC=C1 ((3-phenyl-1-trityl-1H-pyrazol-4-yl)boronic acid). Reactants: [Li]CCCC, Cc1noc(-c2ccccc2)c1-c1ccc(S(N)(=O)=O)cc1, CN(C)CCN(C)C, O=Cc1ccc(Cl)cc1, C1CCOC1, O. Yields the product NS(=O)(=O)c1ccc(-c2c(CC(O)c3ccc(Cl)cc3)noc2-c2ccccc2)cc1. As a reaction SMILES: [CH2:31]([Li:32])[CH2:33][CH2:34][CH3:35].[CH3:1][c:2]1[n:3][o:4][c:5](-[c:17]2[cH:18][cH:19][cH:20][cH:21][cH:22]2)[c:6]1-[c:7]1[cH:8][cH:9][c:10]([S:13](=[O:14])(=[O:15])[NH2:16])[cH:11][cH:12]1.[CH3:23][N:24]([CH3:25])[CH2:26][CH2:27][N:28]([CH3:29])[CH3:30].[Cl:36][c:37]1[cH:38][cH:39][c:40]([CH:41]=[O:42])[cH:43][cH:44]1.[O:45]1[CH2:46][CH2:47][CH2:48][CH2:49]1.[OH2:50]>>[CH2:1]([c:2]1[n:3][o:4][c:5](-[c:17]2[cH:18][cH:19][cH:20][cH:21][cH:22]2)[c:6]1-[c:7]1[cH:8][cH:9][c:10]([S:13](=[O:14])(=[O:15])[NH2:16])[cH:11][cH:12]1)[CH:41]([c:40]1[cH:39][cH:38][c:37]([Cl:36])[cH:44][cH:43]1)[OH:42].